From a dataset of the Open Reaction Database (ORD), a public repository of structured organic reaction records. describe an organic reaction: reactants, conditions, products, and yield Reactants: ClCCCBr, O=C([O-])[O-], CN(C)C=O, Clc1ncnc2cc[nH]c12, [Cs+], [Cs+], O. Reaction SMILES: [Br:17][CH2:18][CH2:19][CH2:20][Cl:21].[C:11](=[O:12])([O-:13])[O-:14].[CH3:23][N:24]([CH3:25])[CH:26]=[O:27].[Cl:1][c:2]1[c:3]2[c:4]([n:5][cH:6][n:7]1)[cH:8][cH:9][nH:10]2.[Cs+:15].[Cs+:16].[OH2:22]>>[Cl:1][c:2]1[c:3]2[c:4]([n:5][cH:6][n:7]1)[cH:8][cH:9][n:10]2[CH2:18][CH2:19][CH2:20][Cl:21]. The product is ClCCCn1ccc2ncnc(Cl)c21.